The task is: describe an organic reaction: reactants, conditions, products, and yield. This data is from the Open Reaction Database (ORD), a public repository of structured organic reaction records. The reactants are C(C1=CC=CC=C1)(=O)O[C@@H]1[C@H](O[C@H]([C@@H]1OC(C1=CC=CC=C1)=O)COC(C1=CC=CC=C1)=O)N1C(=O)NC(=O)C(=C1)F (1-(2,3,5-Tri-O-benzoyl-β-L-ribofuranosyl)-5-fluorouracil). Solvent: N.CO (NH3 MeOH). The product is [C@H]1([C@@H](O)[C@@H](O)[C@@H](O1)CO)N1C(=O)NC(=O)C(=C1)F (1-β-L-Ribofuranosyl-5-fluorouracil). The yield is 96.8%. Reaction SMILES: C([O:9][C@H:10]1[C@@H:14]([O:15]C(=O)C2C=CC=CC=2)[C@H:13]([CH2:24][O:25]C(=O)C2C=CC=CC=2)[O:12][C@@H:11]1[N:34]1[CH:41]=[C:40]([F:42])[C:38](=[O:39])[NH:37][C:35]1=[O:36])(=O)C1C=CC=CC=1>N.CO>[C@H:11]1([N:34]2[CH:41]=[C:40]([F:42])[C:38](=[O:39])[NH:37][C:35]2=[O:36])[O:12][C@@H:13]([CH2:24][OH:25])[C@H:14]([OH:15])[C@@H:10]1[OH:9] |f:1.2|. Procedure details: Compound 5 (0.75 g, 1.30 mmol) in NH3 /MeOH (100 ml) was stirred at room temperature overnight and worked up as in Example 1, Step C to give pure 6 (0.33 g, 96%) as white crystals: m.p. 147°-148° C.